Task: describe an organic reaction: reactants, conditions, products, and yield. Dataset: the Open Reaction Database (ORD), a public repository of structured organic reaction records The reactants are BrC=1C=CC=C2C(=NC=NC12)O (8-bromoquinazolin-4-ol), P(=O)(Cl)(Cl)Cl (phosphorous oxychloride). Conditions: time 5 minute. Product: BrC=1C=CC=C2C(=NC=NC12)Cl (8-Bromo-4-chloroquinazoline). Isolated yield 99.6%. As a reaction SMILES: [Br:1][C:2]1[CH:3]=[CH:4][CH:5]=[C:6]2[C:11]=1[N:10]=[CH:9][N:8]=[C:7]2O.P(Cl)(Cl)([Cl:15])=O>>[Br:1][C:2]1[CH:3]=[CH:4][CH:5]=[C:6]2[C:11]=1[N:10]=[CH:9][N:8]=[C:7]2[Cl:15]. Reported procedure: A suspension of 8-bromoquinazolin-4-ol (410 mg, 1.822 mmol) in phosphorous oxychloride (15.000 mL, 161 mmol) was heated to reflux. After refluxing 45 min, a clear, amber solution was observed. Refluxed an additional 30 min, concentrated in-vacuo, and concentrated 2× from methylene chloride to remove residual phosphorous oxychloride. The residue was taken up in ethyl acetate (50 mL), treated with the careful addition of saturated sodium bicarbonate, and this mixture was stirred for 5 minutes, unt... The reactants are Cl, [I-], [K+], O=N[O-], Nc1cc(Cl)nc(Cl)c1, [Na+], O. The product is Clc1cc(I)cc(Cl)n1. As a reaction SMILES: [ClH:16].[I-:15].[K+:14].[N:10]([O-:11])=[O:12].[NH2:1][c:2]1[cH:3][c:4]([Cl:9])[n:5][c:6]([Cl:8])[cH:7]1.[Na+:13].[OH2:17]>>[c:2]1([I:15])[cH:3][c:4]([Cl:9])[n:5][c:6]([Cl:8])[cH:7]1.